The task is: describe an organic reaction: reactants, conditions, products, and yield. This data is from the Open Reaction Database (ORD), a public repository of structured organic reaction records. Starting materials: COC1=CC=C(C=C1)N1N=C(C=C1)NC(=O)OC (1-[(4-methoxy)phenyl]-3-[(methoxycarbonyl)amino)-1H-pyrazole), [OH-].[K+] (potassium hydroxide), Cl (HCl). Solvent: C(C)(=O)OCC (ethyl acetate), O.CO (water methanol). Run at temperature 70 celsius, time 4 hour. Yields the product COC1=CC=C(C=C1)N1N=C(C=C1)N (1-[(4-Methoxy)phenyl]-3-amino-1H-pyrazole). The yield is 94.4%. RXN SMILES: [CH3:1][O:2][C:3]1[CH:8]=[CH:7][C:6]([N:9]2[CH:13]=[CH:12][C:11]([NH:14]C(OC)=O)=[N:10]2)=[CH:5][CH:4]=1.[OH-].[K+].Cl>O.CO.C(OCC)(=O)C>[CH3:1][O:2][C:3]1[CH:4]=[CH:5][C:6]([N:9]2[CH:13]=[CH:12][C:11]([NH2:14])=[N:10]2)=[CH:7][CH:8]=1 |f:1.2,4.5|. Procedure: To a solution of 1-[(4-methoxy)phenyl]-3-[(methoxycarbonyl)amino]-1H-pyrazole-5-[(2′-aminosulfonyl-[1,1′]-biphen-4-yl)carboxyamide (0.22 g, 0.42 mmol) in 10 mL of 1:1 water/methanol was added potassium hydroxide (2.0 g, 35 mmol). The resulting mixture was stirred at 70° C. for 4 h and then was cooled to ambient temperature and was acidified with aq HCl. The reaction mixture was diluted with ethyl acetate and the organics were washed with brine, dried (MgSO4) and concentrated in vacuo. The residu...